From a dataset of the Open Reaction Database (ORD), a public repository of structured organic reaction records. describe an organic reaction: reactants, conditions, products, and yield Reactants: C, CC(O)C1CN(Cc2ccccc2)CCC1=O, CCO, [Pd]. Product: CC(O)C1CNCCC1=O. Reaction SMILES: [C:21].[CH2:1]([c:2]1[cH:3][cH:4][cH:5][cH:6][cH:7]1)[N:8]1[CH2:9][CH:10]([CH:15]([CH3:16])[OH:17])[C:11](=[O:14])[CH2:12][CH2:13]1.[CH3:18][CH2:19][OH:20].[Pd:22]>>[NH:8]1[CH2:9][CH:10]([CH:15]([CH3:16])[OH:17])[C:11](=[O:14])[CH2:12][CH2:13]1. Reactants: O=C([O-])[O-], CC#N, CC#CCOc1ncnc(Cl)c1F, CC1(C)CNCC(C)(C)C1, [Cl-], Cl, [K+], [K+], [NH4+]. The product is CC#CCOc1ncnc(N2CC(C)(C)CC(C)(C)C2)c1F. As a reaction SMILES: [C:14](=[O:15])([O-:16])[O-:17].[C:33](#[N:34])[CH3:35].[CH2:1]([C:2]#[C:3][CH3:4])[O:5][c:6]1[n:7][cH:8][n:9][c:10]([Cl:13])[c:11]1[F:12].[CH3:21][C:22]1([CH3:30])[CH2:23][NH:24][CH2:25][C:26]([CH3:28])([CH3:29])[CH2:27]1.[Cl-:31].[ClH:20].[K+:18].[K+:19].[NH4+:32]>>[CH2:1]([C:2]#[C:3][CH3:4])[O:5][c:6]1[n:7][cH:8][n:9][c:10]([N:24]2[CH2:23][C:22]([CH3:21])([CH3:30])[CH2:27][C:26]([CH3:28])([CH3:29])[CH2:25]2)[c:11]1[F:12]. The reactants are C1(CC1)N1C=C(C(C2=CC(=C(C(=C12)F)F)F)=O)C(=O)O (1-cyclopropyl-6,7,8-trifluoro-1,4-dihydro-4- oxoquinoline-3-carboxylic acid), BrC=1C=C2CNCC2=CC1 (5-bromoisoindoline), C1CCC2=NCCCN2CC1 (DBU). The solvent is CN(C)C=O (DMF). Product: BrC=1C=C2CN(CC2=CC1)C1=C(C=C2C(C(=CN(C2=C1F)C1CC1)C(=O)O)=O)F (7(5-bromo-2-isoindolinyl)-1-cyclopropyl-6,8-difluoro-1,4- dihydro-4-oxoquinoline-3-carboxylic acid). The yield is 35.5%. As a reaction SMILES: [CH:1]1([N:4]2[C:13]3[C:8](=[CH:9][C:10]([F:16])=[C:11](F)[C:12]=3[F:14])[C:7](=[O:17])[C:6]([C:18]([OH:20])=[O:19])=[CH:5]2)[CH2:3][CH2:2]1.[Br:21][C:22]1[CH:23]=[C:24]2[C:28](=[CH:29][CH:30]=1)[CH2:27][NH:26][CH2:25]2.C1CCN2C(=NCCC2)CC1>CN(C=O)C>[Br:21][C:22]1[CH:23]=[C:24]2[C:28](=[CH:29][CH:30]=1)[CH2:27][N:26]([C:11]1[C:12]([F:14])=[C:13]3[C:8]([C:7](=[O:17])[C:6]([C:18]([OH:20])=[O:19])=[CH:5][N:4]3[CH:1]3[CH2:2][CH2:3]3)=[CH:9][C:10]=1[F:16])[CH2:25]2. Procedure details: 142 mg of 1-cyclopropyl-6,7,8-trifluoro-1,4-dihydro-4- oxoquinoline-3-carboxylic acid, 150 mg of 5-bromoisoindoline, 114 mg of DBU, and 1.5 ml of anhydrous DMF were processed in the same manner as in Example 20 to produce 82 mg of the target compound. Starting materials: Cl.COC=1C=C2CC(C2=CC1OC)CN(CCC(=O)N1CCC2=C(CC1)C=C(C(=C2)OC)OC)C (N-[(3,4-Dimethoxybicyclo[4.2.0]octa-1,3,5-trien-7-yl)methyl]-3-(7,8-dimethoxy-1,2,4,5-tetrahydro-3H-3-benzazepin-3-yl)-N-methyl-3-oxopropan-1amine hydrochloride), C1CCOC1 (THF). Run in O1CCOCC1 (dioxane). Product: Cl.COC1=CC=C2CC(C2=C1OC)CNCCC(=O)N1CCC2=C(CC1)C=C(C(=C2)OC)OC (N-[(4,5-Dimethoxybicyclo[4.2.0]octa-1,3,5-trien-7-yl)methyl]-3-(7,8-dimethoxy-1,2,4,5-tetrahydro-3H-3-benzazepin-3-yl)-3-oxopropan-1-amine hydrochloride). Reaction SMILES: [ClH:1].CO[C:4]1[CH:5]=[C:6]2[C:9](=[CH:10][C:11]=1[O:12][CH3:13])[CH:8]([CH2:14][N:15](C)[CH2:16][CH2:17][C:18]([N:20]1[CH2:26][CH2:25][C:24]3[CH:27]=[C:28]([O:33][CH3:34])[C:29]([O:31][CH3:32])=[CH:30][C:23]=3[CH2:22][CH2:21]1)=[O:19])[CH2:7]2.C1C[O:39][CH2:38]C1>O1CCOCC1>[ClH:1].[CH3:13][O:12][C:11]1[C:10]([O:39][CH3:38])=[C:9]2[C:6]([CH2:7][CH:8]2[CH2:14][NH:15][CH2:16][CH2:17][C:18]([N:20]2[CH2:26][CH2:25][C:24]3[CH:27]=[C:28]([O:33][CH3:34])[C:29]([O:31][CH3:32])=[CH:30][C:23]=3[CH2:22][CH2:21]2)=[O:19])=[CH:5][CH:4]=1 |f:0.1,4.5|. Procedure: Obtained in the same manner as the product of Example 1, but with replacement of the [(3,4-dimethoxybicyclo[4.2.0]octa-1,3,5-trien-7-yl)methyl]methylamine in Step 4 by the product of Preparation 1 and of the THF by dioxane. The reactants are C1(=CC=CC=C1)C1=NC=2CCCCC2C(N1)=O (5,6,7,8-tetrahydro-2-phenyl-4-(3H)-quinazolinone), BrCC(=O)N(CCC)CCC (2-bromo-N,N-dipropylacetamide), BrC(C(=O)N(CCC)CCC)C (2-bromo-N,N-dipropylpropanamide), CC=1C(NC(=NC1C)C1=CC=CC=C1)=O (5,6-dimethyl-2-phenyl-4-(3H)-pyrimidinone). The product is C1(=CC=CC=C1)C1=NC=2CCCCC2C(=N1)OC(C(=O)N(CCC)CCC)C (2-(5,6,7,8-tetrahydro-2-phenyl-4-quinazolinyloxy)-N,N-dipropylpropanamide). As a reaction SMILES: [C:1]1([C:7]2[NH:16][C:15](=[O:17])[C:14]3[CH2:13][CH2:12][CH2:11][CH2:10][C:9]=3[N:8]=2)[CH:6]=[CH:5][CH:4]=[CH:3][CH:2]=1.Br[CH:19]([CH3:29])[C:20]([N:22]([CH2:26][CH2:27][CH3:28])[CH2:23][CH2:24][CH3:25])=[O:21].CC1C(=O)NC(C2C=CC=CC=2)=NC=1C.BrCC(N(CCC)CCC)=O>>[C:1]1([C:7]2[N:16]=[C:15]([O:17][CH:19]([CH3:29])[C:20]([N:22]([CH2:23][CH2:24][CH3:25])[CH2:26][CH2:27][CH3:28])=[O:21])[C:14]3[CH2:13][CH2:12][CH2:11][CH2:10][C:9]=3[N:8]=2)[CH:2]=[CH:3][CH:4]=[CH:5][CH:6]=1. Procedure: The same procedures as Example 136 are repeated except that 5,6,7,8-tetrahydro-2-phenyl-4-(3H)-quinazolinone and 2-bromo-N,N-dipropylpropanamide are used instead of 5,6-dimethyl-2-phenyl-4-(3H)-pyrimidinone and 2-bromo-N,N-dipropylacetamide, respectively. The product thus obtained is recrystallized from n-hexane to give the desired compound, m.p. 73-74° C. Starting materials: C(C)(C)(C)OO (tert-butyl hydroperoxide), C(C)(C)(C)OP(OC1=CC=C(C=C1)C1=COC2=CC(=CC=C2C1=O)OCC=1N=C(OC1)C1=CC(=CC(=C1)F)C(F)(F)F)OC(C)(C)C (3-{4-[bis(tert-butoxy)phosphinooxy]phenyl}-7-({2-[5-fluoro-3-(trifluoromethyl)phenyl](1,3-oxazol-4-yl)}methoxy)chromen-4-one), C(C)(C)(C)OP(OC1=CC=C(C=C1)C1=COC2=CC(=CC=C2C1=O)OCC=1N=C(OC1)C1=CC(=CC(=C1)F)C(F)(F)F)OC(C)(C)C (3-{4-[bis(tert-butoxy)phosphinooxy]phenyl}-7-({2-[5-fluoro-3-(trifluoromethyl)phenyl](1,3-oxazol-4-yl)}methoxy)chromen-4-one), S([O-])(O)=O.[Na+] (sodium bisulfite). The solvent is CCCCCCCCCC (decane), O1CCCC1 (tetrahydrofuran), C(C)#N (acetonitrile). Conditions: time 1 hour. Yields the product P(=O)(OC(C)(C)C)(OC(C)(C)C)OC1=CC=C(C=C1)C1=COC2=CC(=CC=C2C1=O)OCC=1N=C(OC1)C1=CC(=CC(=C1)F)C(F)(F)F (ditert-butyl 4-[7-({2-[5-fluoro-3-(trifluoromethyl)phenyl](1,3-oxazol-4-yl)}methoxy)-4-oxochromen-3-yl]phenyl phosphate). RXN SMILES: [C:1]([O:5][P:6]([O:43][C:44]([CH3:47])([CH3:46])[CH3:45])[O:7][C:8]1[CH:13]=[CH:12][C:11]([C:14]2[C:23](=[O:24])[C:22]3[C:17](=[CH:18][C:19]([O:25][CH2:26][C:27]4[N:28]=[C:29]([C:32]5[CH:37]=[C:36]([F:38])[CH:35]=[C:34]([C:39]([F:42])([F:41])[F:40])[CH:33]=5)[O:30][CH:31]=4)=[CH:20][CH:21]=3)[O:16][CH:15]=2)=[CH:10][CH:9]=1)([CH3:4])([CH3:3])[CH3:2].C([O:52]O)(C)(C)C.S(=O)(O)[O-].[Na+]>O1CCCC1.C(#N)C.CCCCCCCCCC>[P:6]([O:7][C:8]1[CH:13]=[CH:12][C:11]([C:14]2[C:23](=[O:24])[C:22]3[C:17](=[CH:18][C:19]([O:25][CH2:26][C:27]4[N:28]=[C:29]([C:32]5[CH:37]=[C:36]([F:38])[CH:35]=[C:34]([C:39]([F:42])([F:40])[F:41])[CH:33]=5)[O:30][CH:31]=4)=[CH:20][CH:21]=3)[O:16][CH:15]=2)=[CH:10][CH:9]=1)([O:5][C:1]([CH3:4])([CH3:3])[CH3:2])([O:43][C:44]([CH3:47])([CH3:46])[CH3:45])=[O:52] |f:2.3|. Procedure: To a solution of the product of step 1, 3-{4-[bis(tert-butoxy)phosphinooxy]phenyl}-7-({2-[5-fluoro-3-(trifluoromethyl)phenyl](1,3-oxazol-4-yl)}methoxy)chromen-4-one, in a mixture of tetrahydrofuran (20 mL) and acetonitrile (10 mL) was added 6 mL of tert-butyl hydroperoxide in decane (5M-6M). The reaction mixture was stirred at room temperature for 1 hour, chilled in an ice bath, and 50 mL of 5% sodium bisulfite was added. The resulting mixture was stirred for 15 minutes, after which the ice bath...